From a dataset of the Open Reaction Database (ORD), a public repository of structured organic reaction records. describe an organic reaction: reactants, conditions, products, and yield Starting materials: CCCC[Sn](CCCC)(CCCC)c1nccs1, Cc1ccccc1, Cc1nc(Cl)c2nc(-c3ccccc3)cc-2[nH]1, O=C(C=Cc1ccccc1)C=Cc1ccccc1, O=C(C=Cc1ccccc1)C=Cc1ccccc1, O=C(C=Cc1ccccc1)C=Cc1ccccc1, [Pd], [Pd], c1ccc(P(c2ccccc2)c2ccccc2)cc1. Yields the product Cc1nc(-c2nccs2)c2nc(-c3ccccc3)cc-2[nH]1. Reaction SMILES: [CH2:18]([Sn:19]([CH2:20][CH2:21][CH2:22][CH3:28])([c:23]1[s:24][cH:25][cH:26][n:27]1)[CH2:29][CH2:30][CH2:31][CH3:32])[CH2:33][CH2:34][CH3:35].[CH3:55][c:56]1[cH:57][cH:58][cH:59][cH:60][cH:61]1.[Cl:1][c:2]1[c:3]2[n:11][c:10](-[c:12]3[cH:13][cH:14][cH:15][cH:16][cH:17]3)[cH:9][c:4]-2[nH:5][c:6]([CH3:8])[n:7]1.[O:100]=[C:101]([CH:102]=[CH:103][c:104]1[cH:105][cH:106][cH:107][cH:108][cH:109]1)[CH:110]=[CH:111][c:112]1[cH:113][cH:114][cH:115][cH:116][cH:117]1.[O:64]=[C:65]([CH:66]=[CH:67][c:68]1[cH:69][cH:70][cH:71][cH:72][cH:73]1)[CH:74]=[CH:75][c:76]1[cH:77][cH:78][cH:79][cH:80][cH:81]1.[O:82]=[C:83]([CH:84]=[CH:85][c:86]1[cH:87][cH:88][cH:89][cH:90][cH:91]1)[CH:92]=[CH:93][c:94]1[cH:95][cH:96][cH:97][cH:98][cH:99]1.[Pd:62].[Pd:63].[c:36]1([P:37]([c:38]2[cH:39][cH:40][cH:41][cH:42][cH:43]2)[c:44]2[cH:45][cH:46][cH:47][cH:48][cH:49]2)[cH:50][cH:51][cH:52][cH:53][cH:54]1>>[c:2]1(-[c:23]2[s:24][cH:25][cH:26][n:27]2)[c:3]2[n:11][c:10](-[c:12]3[cH:13][cH:14][cH:15][cH:16][cH:17]3)[cH:9][c:4]-2[nH:5][c:6]([CH3:8])[n:7]1. Reactants: O=C1CCCC1, N#CCc1ccsc1. Product: N#CC(=C1CCCC1)c1ccsc1. RXN SMILES: [O:9]=[C:10]1[CH2:11][CH2:12][CH2:13][CH2:14]1.[s:1]1[cH:2][c:3]([CH2:6][C:7]#[N:8])[cH:4][cH:5]1>>[s:1]1[cH:2][c:3]([C:6]([C:7]#[N:8])=[C:10]2[CH2:11][CH2:12][CH2:13][CH2:14]2)[cH:4][cH:5]1. Starting materials: NC[C@H]1N(C[C@@H](C1)O[Si](C)(C)C(C)(C)C)C(=O)OCC1=CC=C(C=C1)[N+](=O)[O-] ((2S,4R)-2-aminomethyl-4-t-butyldimethylsilyloxy-1-(4-nitrobenzyloxycarbonyl)pyrrolidine), CS(=O)(=O)Cl (methanesulfonyl chloride). The solvent is C(C)N(CC)CC (triethylamine). The product is CS(=O)(=O)NC[C@H]1N(C[C@@H](C1)O[Si](C)(C)C(C)(C)C)C(=O)OCC1=CC=C(C=C1)[N+](=O)[O-] ((2S,4R)-2-methanesulfonylaminomethyl-4-t-butyldimethylsilyloxy-1-(4nitrobenzyloxycarbonyl)pyrrolidine). RXN SMILES: [NH2:1][CH2:2][C@@H:3]1[CH2:7][C@@H:6]([O:8][Si:9]([C:12]([CH3:15])([CH3:14])[CH3:13])([CH3:11])[CH3:10])[CH2:5][N:4]1[C:16]([O:18][CH2:19][C:20]1[CH:25]=[CH:24][C:23]([N+:26]([O-:28])=[O:27])=[CH:22][CH:21]=1)=[O:17].[CH3:29][S:30](Cl)(=[O:32])=[O:31]>C(N(CC)CC)C>[CH3:29][S:30]([NH:1][CH2:2][C@@H:3]1[CH2:7][C@@H:6]([O:8][Si:9]([C:12]([CH3:15])([CH3:14])[CH3:13])([CH3:11])[CH3:10])[CH2:5][N:4]1[C:16]([O:18][CH2:19][C:20]1[CH:25]=[CH:24][C:23]([N+:26]([O-:28])=[O:27])=[CH:22][CH:21]=1)=[O:17])(=[O:32])=[O:31]. Procedure details: To a solution of (2S,4R)-2-aminomethyl-4-t-butyldimethylsilyloxy-1-(4-nitrobenzyloxycarbonyl)pyrrolidine (2 g) were successively added triethylamine (0.82 ml) and methanesulfonyl chloride (0.42 ml) under ice-cooling with stirring, and the mixture was stirred at the same temperature for 1 hour. The reaction mixture was washed with saturated aqueous sodium chloride, dried over anhydrous magnesium sulfate and evaporated in vacuo to give (2S,4R)-2-methanesulfonylaminomethyl-4-t-butyldimethylsilyloxy...